Task: describe an organic reaction: reactants, conditions, products, and yield. Dataset: the Open Reaction Database (ORD), a public repository of structured organic reaction records The reactants are C(C)(=O)N1CCN(C2=CC=C(C=C12)S(=O)(=O)N(C1=NC=NS1)CC1=C(C=C(C=C1)OC)OC)C1=C(C=C(C=C1)C(F)(F)F)Cl (4-Acetyl-1-(2-chloro-4-(trifluoromethyl)phenyl)-N-(2,4-dimethoxybenzyl)-N-(1,2,4-thiadiazol-5-yl)-1,2,3,4-tetrahydroquinoxaline-6-sulfonamide), C(=O)(C(F)(F)F)O (TFA). Run in C(Cl)Cl (DCM). Run at time 30 minute. Product: C(C)(=O)N1CCN(C2=CC=C(C=C12)S(=O)(=O)NC1=NC=NS1)C1=C(C=C(C=C1)C(F)(F)F)Cl (4-acetyl-1-(2-chloro-4-(trifluoromethyl)phenyl)-N-(1,2,4-thiadiazol-5-yl)-1,2,3,4-tetrahydroquinoxaline-6-sulfonamide). As a reaction SMILES: [C:1]([N:4]1[C:13]2[C:8](=[CH:9][CH:10]=[C:11]([S:14]([N:17](CC3C=CC(OC)=CC=3OC)[C:18]3[S:22][N:21]=[CH:20][N:19]=3)(=[O:16])=[O:15])[CH:12]=2)[N:7]([C:34]2[CH:39]=[CH:38][C:37]([C:40]([F:43])([F:42])[F:41])=[CH:36][C:35]=2[Cl:44])[CH2:6][CH2:5]1)(=[O:3])[CH3:2].C(O)(C(F)(F)F)=O>C(Cl)Cl>[C:1]([N:4]1[C:13]2[C:8](=[CH:9][CH:10]=[C:11]([S:14]([NH:17][C:18]3[S:22][N:21]=[CH:20][N:19]=3)(=[O:15])=[O:16])[CH:12]=2)[N:7]([C:34]2[CH:39]=[CH:38][C:37]([C:40]([F:41])([F:43])[F:42])=[CH:36][C:35]=2[Cl:44])[CH2:6][CH2:5]1)(=[O:3])[CH3:2]. Procedure: 4-Acetyl-1-(2-chloro-4-(trifluoromethyl)phenyl)-N-(2,4-dimethoxybenzyl)-N-(1,2,4-thiadiazol-5-yl)-1,2,3,4-tetrahydroquinoxaline-6-sulfonamide (0.048 g, 0.072 mmol) was dissolved in 1 mL of DCM and TFA (0.1 mL, 1.298 mmol) was added. The reaction was stirred for 30 minutes. The material was concentrated, dissolved in acetonitrile and loaded onto an ion exchange column (pre-wetted with acetonitrile). The column was flushed several times with acetonitrile, then the product was liberated by flushing... As a reaction SMILES: [C:1]([O:7][CH2:8][CH:9]=[CH:10][C:11]1[CH:16]=[CH:15][C:14]([O:17][CH2:18][CH2:19][O:20][CH2:21][CH3:22])=[CH:13][CH:12]=1)(=[O:6])[CH2:2][C:3]([CH3:5])=O.[NH3:23].O>C1(C)C=CC=CC=1>[NH2:23]/[C:3](/[CH3:5])=[CH:2]\[C:1]([O:7][CH2:8][CH:9]=[CH:10][C:11]1[CH:16]=[CH:15][C:14]([O:17][CH2:18][CH2:19][O:20][CH2:21][CH3:22])=[CH:13][CH:12]=1)=[O:6]. Solvent: C1(=CC=CC=C1)C (toluene). Procedure: 10 Grams of 4-[(1-ethoxy)ethoxy]cinnamyl acetoactate was dissolved in 20 ml of toluene, then 2 g of ammonia gas was passed through this solution at about 80° C. with stirring condition. The water formed during the reaction was removed by azeotropic distillation with toluene. 2 Hours after the azeotropic distillation, the toluene was removed by distillation under reduced pressure to yield 10 g of 4-[(1-ethoxy)ethoxy]cinnamyl 3-aminocrotonate as in the form of an oily substance. Starting materials: N (ammonia), C(CC(=O)C)(=O)OCC=CC1=CC=C(C=C1)OCCOCC (4-[(1-ethoxy)ethoxy]cinnamyl acetoactate), O (water). Yields the product N\C(=C/C(=O)OCC=CC1=CC=C(C=C1)OCCOCC)\C (4-[(1-ethoxy)ethoxy]cinnamyl 3-aminocrotonate). Starting materials: O=C([O-])[O-], CN(C)C=O, CCOC(=O)c1c[nH]c2c(F)cc(I)cc2c1=O, OCCI, [K+], [K+], O. Yields the product CCOC(=O)c1cn(CCO)c2c(F)cc(I)cc2c1=O. As a reaction SMILES: [C:19](=[O:20])([O-:21])[O-:22].[CH3:30][N:31]([CH3:32])[CH:33]=[O:34].[F:1][c:2]1[cH:3][c:4]([I:18])[cH:5][c:6]2[c:7](=[O:17])[c:8]([C:12](=[O:13])[O:14][CH2:15][CH3:16])[cH:9][nH:10][c:11]12.[I:25][CH2:26][CH2:27][OH:28].[K+:23].[K+:24].[OH2:29]>>[F:1][c:2]1[cH:3][c:4]([I:18])[cH:5][c:6]2[c:7](=[O:17])[c:8]([C:12](=[O:13])[O:14][CH2:15][CH3:16])[cH:9][n:10]([CH2:26][CH2:27][OH:28])[c:11]12. The product is Nc1[nH]nc(-c2cccs2)c1Br. The reactants are O=C1CCC(=O)N1Br, C1CCOC1, Nc1cc(-c2cccs2)n[nH]1. RXN SMILES: [Br:12][N:13]1[C:14](=[O:15])[CH2:16][CH2:17][C:18]1=[O:19].[CH2:20]1[O:21][CH2:22][CH2:23][CH2:24]1.[NH2:1][c:2]1[cH:3][c:4](-[c:7]2[s:8][cH:9][cH:10][cH:11]2)[n:5][nH:6]1>>[NH2:1][c:2]1[c:3]([Br:12])[c:4](-[c:7]2[s:8][cH:9][cH:10][cH:11]2)[n:5][nH:6]1.